Task: describe an organic reaction: reactants, conditions, products, and yield. Dataset: the Open Reaction Database (ORD), a public repository of structured organic reaction records Starting materials: O=C(O)c1ccc(CCBr)cc1, C[Si](C)(C)C=[N+]=[N-], CO, CCCCCC, ClCCl. Product: COC(=O)c1ccc(CCBr)cc1. Reaction SMILES: [Br:1][CH2:2][CH2:3][c:4]1[cH:5][cH:6][c:7]([C:8](=[O:9])[OH:10])[cH:11][cH:12]1.[CH3:13][Si:14]([CH:15]=[N+:16]=[N-:17])([CH3:18])[CH3:19].[CH3:23][OH:24].[CH3:25][CH2:26][CH2:27][CH2:28][CH2:29][CH3:30].[Cl:20][CH2:21][Cl:22]>>[Br:1][CH2:2][CH2:3][c:4]1[cH:5][cH:6][c:7]([C:8](=[O:9])[O:10][CH3:13])[cH:11][cH:12]1. The reactants are C(C)(C)OC(=O)N1CCCC(C2=CC=3CCCC3C=C21)N(C=2N=NNN2)CC2=CC(=CC(=C2)C(F)(F)F)C(F)(F)F ((+/−)-9-[(3,5-Bis-trifluoromethyl-benzyl)-(2H-tetrazol-5-yl)-amino]-2,3,6,7,8,9-hexahydro-1H-5-aza-cyclohepta[f]indene-5-carboxylic acid isopropyl Ester), CO (methanol), C1(=CC=CC=C1)P(C1=CC=CC=C1)C1=CC=CC=C1 (triphenyl phosphine), N(=NC(=O)OCC)C(=O)OCC (diethyl azodicarboxylate), CO (methanol), N(=NC(=O)OCC)C(=O)OCC (diethyl azodicarboxylate), C1(=CC=CC=C1)P(C1=CC=CC=C1)C1=CC=CC=C1 (triphenyl phosphine). Run in ClCCl (dichloromethane). Conditions: time 8 hour. Product: C(C)(C)OC(=O)N1CCCC(C2=CC=3CCCC3C=C21)N(C=2N=NN(N2)C)CC2=CC(=CC(=C2)C(F)(F)F)C(F)(F)F ((+/−)-9-[(3,5-Bis-trifluoromethyl-benzyl)-(2-methyl-2H-tetrazol-5-yl)-amino]-2,3,6,7,8,9-hexahydro-1H-5-aza-cyclohepta[f]indene-5-carboxylic acid isopropyl ester). Yield: 51.1%. RXN SMILES: [CH:1]([O:4][C:5]([N:7]1[C:20]2[C:12](=[CH:13][C:14]3[CH2:15][CH2:16][CH2:17][C:18]=3[CH:19]=2)[CH:11]([N:21]([CH2:27][C:28]2[CH:33]=[C:32]([C:34]([F:37])([F:36])[F:35])[CH:31]=[C:30]([C:38]([F:41])([F:40])[F:39])[CH:29]=2)[C:22]2[N:23]=[N:24][NH:25][N:26]=2)[CH2:10][CH2:9][CH2:8]1)=[O:6])([CH3:3])[CH3:2].CO.[C:44]1(P(C2C=CC=CC=2)C2C=CC=CC=2)C=CC=CC=1.N(C(OCC)=O)=NC(OCC)=O>ClCCl>[CH:1]([O:4][C:5]([N:7]1[C:20]2[C:12](=[CH:13][C:14]3[CH2:15][CH2:16][CH2:17][C:18]=3[CH:19]=2)[CH:11]([N:21]([CH2:27][C:28]2[CH:29]=[C:30]([C:38]([F:39])([F:40])[F:41])[CH:31]=[C:32]([C:34]([F:35])([F:36])[F:37])[CH:33]=2)[C:22]2[N:23]=[N:24][N:25]([CH3:44])[N:26]=2)[CH2:10][CH2:9][CH2:8]1)=[O:6])([CH3:3])[CH3:2]. Reported procedure: To a solution of (+/−)-isopropyl 9-[(3,5-bis-trifluoromethyl-benzyl)-(2H-tetrazol-5-yl)-amino]-2,3,6,7,8,9-hexahydro-1H-5-aza-cyclohepta[f]indene-5-carboxylate (Example 49) (48 mg, 0.082 mmol) and methanol (0.015 mL, 0.36 mmol) in dichloromethane (1 mL) at room temperature, under nitrogen atmosphere, add triphenyl phosphine (22 mg, 0.082 mmol) in one portion. Add diethyl azodicarboxylate (0.015 mL, 0.082 mmol). The reaction mixture was allowed to stir at room temperature overnight. Add methanol ...